Task: describe an organic reaction: reactants, conditions, products, and yield. Dataset: the Open Reaction Database (ORD), a public repository of structured organic reaction records Reactants: N1=CC=C(C=C1)N1CCC(CC1)OC1=CC=C(N)C=C1 (4-[1-(4-pyridyl)piperidin-4-yloxy]aniline), C1(=CC=C(C=C1)S(=O)(=O)Cl)C (4-toluenesulphonyl chloride). The product is Cl.N1=CC=C(C=C1)N1CCC(CC1)OC1=CC=C(C=C1)NS(=O)(=O)C1=CC=C(C=C1)C (N-{4-[1-(4-pyridyl)piperidin-4-yloxy]phenyl}-4-toluenesulphonamide, hydrochloride salt). Yield: 54.0%. RXN SMILES: [N:1]1[CH:6]=[CH:5][C:4]([N:7]2[CH2:12][CH2:11][CH:10]([O:13][C:14]3[CH:20]=[CH:19][C:17]([NH2:18])=[CH:16][CH:15]=3)[CH2:9][CH2:8]2)=[CH:3][CH:2]=1.[C:21]1([CH3:31])[CH:26]=[CH:25][C:24]([S:27]([Cl:30])(=[O:29])=[O:28])=[CH:23][CH:22]=1>>[ClH:30].[N:1]1[CH:6]=[CH:5][C:4]([N:7]2[CH2:12][CH2:11][CH:10]([O:13][C:14]3[CH:20]=[CH:19][C:17]([NH:18][S:27]([C:24]4[CH:25]=[CH:26][C:21]([CH3:31])=[CH:22][CH:23]=4)(=[O:29])=[O:28])=[CH:16][CH:15]=3)[CH2:9][CH2:8]2)=[CH:3][CH:2]=1 |f:2.3|. Reported procedure: Using an analogous procedure to that described in Example 4, 4-[1-(4-pyridyl)piperidin-4-yloxy]aniline was reacted with 4-toluenesulphonyl chloride to give N-{4-[1-(4-pyridyl)piperidin-4-yloxy]phenyl}-4-toluenesulphonamide, hydrochloride salt, in 54% yield, m.p. 270-272° C.; Reactants: C=O, C=Cc1ccccc1, CCC(=O)CC, C=C, c1ccccc1. Product: C(=Cc1ccccc1)c1ccccc1. As a reaction SMILES: [C:9]=[O:10].[CH2:11]=[CH:12][c:13]1[cH:14][cH:15][cH:16][cH:17][cH:18]1.[CH2:19]([C:20]([CH2:21][CH3:22])=[O:23])[CH3:24].[CH2:7]=[CH2:8].[cH:1]1[cH:2][cH:3][cH:4][cH:5][cH:6]1>>[cH:1]1[cH:2][cH:3][c:4]([CH:11]=[CH:12][c:13]2[cH:14][cH:15][cH:16][cH:17][cH:18]2)[cH:5][cH:6]1. Reactants: CC(=O)[O-], CC(=O)[O-], CCC=C(C)C=O, CC(C)=O, O, O, [Zn+2]. Product: CCC=C(C)C=CC(C)=O. Reaction SMILES: [C:14]([O-:15])(=[O:16])[CH3:17].[C:19]([O-:20])(=[O:21])[CH3:22].[CH3:1][C:2]([CH:3]=[O:4])=[CH:5][CH2:6][CH3:7].[CH3:8][C:9]([CH3:10])=[O:11].[OH2:12].[OH2:13].[Zn+2:18]>>[CH3:1][C:2]([CH:3]=[CH:8][C:9]([CH3:10])=[O:11])=[CH:5][CH2:6][CH3:7]. Reactants: COC(=O)Cn1c(C)cc2cc(F)ccc21, O=Cc1ccccc1S(=O)(=O)c1cccs1. The product is COC(=O)Cn1c(C)c(Cc2ccccc2S(=O)(=O)c2cccs2)c2cc(F)ccc21. RXN SMILES: [CH3:17][O:18][C:19]([CH2:20][n:21]1[c:22]([CH3:31])[cH:23][c:24]2[cH:25][c:26]([F:30])[cH:27][cH:28][c:29]12)=[O:32].[s:1]1[c:2]([S:6](=[O:7])(=[O:8])[c:9]2[c:10]([CH:11]=[O:12])[cH:13][cH:14][cH:15][cH:16]2)[cH:3][cH:4][cH:5]1>>[s:1]1[c:2]([S:6](=[O:7])(=[O:8])[c:9]2[c:10]([CH2:11][c:23]3[c:22]([CH3:31])[n:21]([CH2:20][C:19]([O:18][CH3:17])=[O:32])[c:29]4[c:24]3[cH:25][c:26]([F:30])[cH:27][cH:28]4)[cH:13][cH:14][cH:15][cH:16]2)[cH:3][cH:4][cH:5]1.